This data is from the Open Reaction Database (ORD), a public repository of structured organic reaction records. The task is: describe an organic reaction: reactants, conditions, products, and yield Reactants: C#CC(=O)OC, [Li]CCCC, COc1ccc(C=O)cc1, [Cl-], [NH4+], C1CCOC1. Product: COC(=O)C#CC(O)c1ccc(OC)cc1. As a reaction SMILES: [C:1]([C:2]#[CH:3])(=[O:4])[O:5][CH3:6].[CH2:7]([Li:8])[CH2:9][CH2:10][CH3:11].[CH3:12][O:13][c:14]1[cH:15][cH:16][c:17]([CH:18]=[O:19])[cH:20][cH:21]1.[Cl-:22].[NH4+:23].[O:24]1[CH2:25][CH2:26][CH2:27][CH2:28]1>>[C:1]([C:2]#[C:3][CH:18]([c:17]1[cH:16][cH:15][c:14]([O:13][CH3:12])[cH:21][cH:20]1)[OH:19])(=[O:4])[O:5][CH3:6]. Reactants: ClC1=CC=C(C=C1)C(CCCCN1CCC(CC1)C=1C=C(C=CC1)NC(C(C)C)=O)=O (N-(3-{1-[5-(4-chlorophenyl)-5-oxopentyl]-4-piperidinyl}phenyl)-2-methylpropanamide), Cl.CC1=C(C=CC=C1)NN (1-(2-methylphenyl)hydrazine hydrochloride). Product: ClC1=CC=C(C=C1)C=1NC2=C(C=CC=C2C1CCCN1CCC(CC1)C=1C=C(C=CC1)NC(C(C)C)=O)C (N-[3-(1-{3-[2-(4-CHLOROPHENYL)-7-METHYL-1H-INDOL-3-YL]PROPYL}-4-PIPERIDINYL)PHENYL]-2-METHYLPROPANAMIDE). Reaction SMILES: [Cl:1][C:2]1[CH:7]=[CH:6][C:5]([C:8](=O)[CH2:9][CH2:10][CH2:11][CH2:12][N:13]2[CH2:18][CH2:17][CH:16]([C:19]3[CH:20]=[C:21]([NH:25][C:26](=[O:30])[CH:27]([CH3:29])[CH3:28])[CH:22]=[CH:23][CH:24]=3)[CH2:15][CH2:14]2)=[CH:4][CH:3]=1.Cl.[CH3:33][C:34]1[CH:39]=[CH:38][CH:37]=[CH:36][C:35]=1[NH:40]N>>[Cl:1][C:2]1[CH:7]=[CH:6][C:5]([C:8]2[NH:40][C:35]3[C:36]([C:9]=2[CH2:10][CH2:11][CH2:12][N:13]2[CH2:18][CH2:17][CH:16]([C:19]4[CH:20]=[C:21]([NH:25][C:26](=[O:30])[CH:27]([CH3:29])[CH3:28])[CH:22]=[CH:23][CH:24]=4)[CH2:15][CH2:14]2)=[CH:37][CH:38]=[CH:39][C:34]=3[CH3:33])=[CH:4][CH:3]=1 |f:1.2|. Procedure: Prepared by Procedure E and Scheme M using N-(3-{1-[5-(4-chlorophenyl)-5-oxopentyl]-4-piperidinyl}phenyl)-2-methylpropanamide and 1-(2-methylphenyl)hydrazine hydrochloride: ESMS m/e: 528.2 (M+H)+. Reactants: CI (methyl iodide), N1C(=NC2=C1C=C1C=CC=CC1=C2)S (1H-naphth[2,3-d]imidazole-2-thiol), [OH-].[Na+] (sodium hydroxide). The solvent is C(C)O (ethanol), O (water). Product: CSC1=NC2=C(N1)C=C1C=CC=CC1=C2 (2-methylthio-1H-naphth[2,3-d]imidazole). Isolated yield 122.3%. RXN SMILES: [NH:1]1[C:5]2[CH:6]=[C:7]3[C:12](=[CH:13][C:4]=2[N:3]=[C:2]1[SH:14])[CH:11]=[CH:10][CH:9]=[CH:8]3.[OH-].[Na+].[CH3:17]I>C(O)C.O>[CH3:17][S:14][C:2]1[NH:3][C:4]2[CH:13]=[C:12]3[C:7](=[CH:6][C:5]=2[N:1]=1)[CH:8]=[CH:9][CH:10]=[CH:11]3 |f:1.2|. Procedure: 20.0 g of 1H-naphth[2,3-d]imidazole-2-thiol and 4.0 g of sodium hydroxide were heated for 1 hour under reflux and in 150 ml of ethanol with 6.5 g of methyl iodide. The reaction solution was diluted with 500 ml of water and the precipitated product was suction filtered. Crystallisation from dioxane provided 12.0 g of 2-methylthio-1H-naphth[2,3-d]imidazole having a m.p. of 242°-244°. The reactants are C1CCOC1, [Li]CCCC, O=C(O)C1CCCC1, CC(C)NC(C)C, O=CCCCCc1ccccc1. The product is O=C(O)C1(C(O)CCCCc2ccccc2)CCCC1. Reaction SMILES: [CH2:33]1[O:34][CH2:35][CH2:36][CH2:37]1.[CH2:8]([Li:9])[CH2:10][CH2:11][CH3:12].[CH:13]1([C:18](=[O:19])[OH:20])[CH2:14][CH2:15][CH2:16][CH2:17]1.[CH:1]([NH:2][CH:3]([CH3:4])[CH3:5])([CH3:6])[CH3:7].[c:21]1([CH2:27][CH2:28][CH2:29][CH2:30][CH:31]=[O:32])[cH:22][cH:23][cH:24][cH:25][cH:26]1>>[C:13]1([C:18](=[O:19])[OH:20])([CH:31]([CH2:30][CH2:29][CH2:28][CH2:27][c:21]2[cH:22][cH:23][cH:24][cH:25][cH:26]2)[OH:32])[CH2:14][CH2:15][CH2:16][CH2:17]1.